From a dataset of the Open Reaction Database (ORD), a public repository of structured organic reaction records. describe an organic reaction: reactants, conditions, products, and yield Reactants: C(C)OC(CN1[C@@H]2[C@H](CC1=O)CCCCC2)=O (cis-octahydro-2-oxo-cyclohepta[b]pyrrole-1(2H)-acetic acid ethyl ester), C(C)OCC (diethyl ether), N (ammonia). Solvent: CO (methanol). Reaction conditions: time 72 hour. Product: O=C1C[C@H]2[C@@H](N1CC(=O)N)CCCCC2 (cis-octahydro-2-oxo-cyclohepta[b]pyrrole-1(2H)acetamide). Reaction SMILES: C([O:3][C:4](=O)[CH2:5][N:6]1[C:10](=[O:11])[CH2:9][C@@H:8]2[CH2:12][CH2:13][CH2:14][CH2:15][CH2:16][C@H:7]12)C.[NH3:18].C(OCC)C>CO>[O:11]=[C:10]1[N:6]([CH2:5][C:4]([NH2:18])=[O:3])[C@H:7]2[CH2:16][CH2:15][CH2:14][CH2:13][CH2:12][C@H:8]2[CH2:9]1. Reported procedure: A solution of cis-octahydro-2-oxo-cyclohepta[b]pyrrole-1(2H)-acetic acid ethyl ester (3.0 g, 0.0125 mole) in methanol (50 ml) is saturated with anhydrous ammonia. The solution is stirred at ambient temperature for 72 hours. the solution is concentrated at reduced pressure to yield a solid. Trituration with anhydrous diethyl ether yields pure cis-octahydro-2-oxo-cyclohepta[b]pyrrole-1(2H)acetamide with mp 140°-142° C. The reactants are CC1CN(CC(N1)C)C1=CC=C(C=C1)C1=CC(=C2C(=N1)N(N=C2CC)C2=CC=CC=C2)OC (6-[4-(3,5-dimethyl-piperazin-1-yl)-phenyl]-3-ethyl-4-methoxy-1-phenyl-1H-pyrazolo[3,4-b]pyridine), C(C)(C)(C)OC(=O)N1CCNCC1 (piperazine-1-carboxylic acid tert-butyl ester), Cl (HCl). Product: C(C)OC1=C2C(=NC(=C1)C1=CC=C(C=C1)N1CCNCC1)N(N=C2CC)C2=CC=CC=C2 (4-Ethoxy-3-ethyl-1-phenyl-6-(4-piperazin-1-yl-phenyl)-1H-pyrazolo[3,4-b]pyridine). RXN SMILES: C[CH:2]1[NH:7][CH:6](C)[CH2:5][N:4]([C:9]2[CH:14]=[CH:13][C:12]([C:15]3[N:20]=[C:19]4[N:21]([C:26]5[CH:31]=[CH:30][CH:29]=[CH:28][CH:27]=5)[N:22]=[C:23]([CH2:24][CH3:25])[C:18]4=[C:17]([O:32][CH3:33])[CH:16]=3)=[CH:11][CH:10]=2)[CH2:3]1.[C:34](OC(N1CCNCC1)=O)(C)(C)C.Cl>>[CH2:33]([O:32][C:17]1[CH:16]=[C:15]([C:12]2[CH:13]=[CH:14][C:9]([N:4]3[CH2:3][CH2:2][NH:7][CH2:6][CH2:5]3)=[CH:10][CH:11]=2)[N:20]=[C:19]2[N:21]([C:26]3[CH:31]=[CH:30][CH:29]=[CH:28][CH:27]=3)[N:22]=[C:23]([CH2:24][CH3:25])[C:18]=12)[CH3:34]. Procedure details: The title compound was prepared according to the procedure as described in Example 98 reacting 6-(4-bromo-phenyl)-3-ethyl-4-ethoxy-1-phenyl-1H-pyrazolo[3,4-b]pyridine (according to Example 98) and piperazine-1-carboxylic acid tert-butyl ester, followed by de-protection with HCl. Starting materials: ClC=1C=C(C=CC1)[C@H](CC(=O)N=O)OC(N)=O ((S)-(2-(3-Chlorophenyl)-2-carbamoyloxyethyl)oxocarboxamide), ClC=1C=C(C=CC1)[C@@H](CO)O ((S)-1-m-chlorophenyl-1,2-ethanediol). The solvent is CO (MeOH). The product is ClC=1C=C(C=CC1)[C@H](CC(=O)N=O)O ((S)-(2-(3-Chlorophenyl)-2-hydroxyethyl)oxocarboxamide). The yield is 25.0%. Reaction SMILES: [Cl:1][C:2]1[CH:3]=[C:4]([C@@H:8]([O:14]C(=O)N)[CH2:9][C:10]([N:12]=[O:13])=[O:11])[CH:5]=[CH:6][CH:7]=1.ClC1C=C([C@H](O)CO)C=CC=1>CO>[Cl:1][C:2]1[CH:3]=[C:4]([C@@H:8]([OH:14])[CH2:9][C:10]([N:12]=[O:13])=[O:11])[CH:5]=[CH:6][CH:7]=1. Reported procedure: (S)-(2-(3-Chlorophenyl)-2-carbamoyloxyethyl)oxocarboxamide (1.36 g, yield 25%, m.p. 117-119° C., [α]D =12.88 (c=2.30, MeOH) was prepared using the same synthetic method described in Example 20, except (S)-1-m-chlorophenyl-1,2-ethanediol was used instead of (DL)-1-m-chlorophenyl-1,2-ethanediol. Starting materials: ClC1=CC=C(C=C1)C=1N(CC(N1)(COCC1=NC2=CC=CC=C2C=C1)O)C1=CC=C(C=C1)S(=O)(=O)C (2-(4-chlorophenyl)-4-hydroxy-1-[4-(methylsulfonyl)phenyl]-4-[(2-quinolylmethoxy)methyl]-4,5-dihydro-1H-imidazole), O.C1(=CC=C(C=C1)S(=O)(=O)O)C (p-toluenesulfonic acid monohydrate). Solvent: C1(=CC=CC=C1)C (toluene). Yields the product ClC1=CC=C(C=C1)C=1N(C=C(N1)COCC1=NC2=CC=CC=C2C=C1)C1=CC=C(C=C1)S(=O)(=O)C (2-(4-chlorophenyl)-1-[4-(methylsulfonyl)phenyl]-4-[(2-quinolylmethoxy)methyl]-1H-imidazole). RXN SMILES: [Cl:1][C:2]1[CH:7]=[CH:6][C:5]([C:8]2[N:9]([C:27]3[CH:32]=[CH:31][C:30]([S:33]([CH3:36])(=[O:35])=[O:34])=[CH:29][CH:28]=3)[CH2:10][C:11](O)([CH2:13][O:14][CH2:15][C:16]3[CH:25]=[CH:24][C:23]4[C:18](=[CH:19][CH:20]=[CH:21][CH:22]=4)[N:17]=3)[N:12]=2)=[CH:4][CH:3]=1.O.C1(C)C=CC(S(O)(=O)=O)=CC=1>C1(C)C=CC=CC=1>[Cl:1][C:2]1[CH:3]=[CH:4][C:5]([C:8]2[N:9]([C:27]3[CH:28]=[CH:29][C:30]([S:33]([CH3:36])(=[O:35])=[O:34])=[CH:31][CH:32]=3)[CH:10]=[C:11]([CH2:13][O:14][CH2:15][C:16]3[CH:25]=[CH:24][C:23]4[C:18](=[CH:19][CH:20]=[CH:21][CH:22]=4)[N:17]=3)[N:12]=2)=[CH:6][CH:7]=1 |f:1.2|. Procedure: A mixture of 2-(4-chlorophenyl)-4-hydroxy-1-[4-(methylsulfonyl)phenyl]-4-[(2-quinolylmethoxy)methyl]-4,5-dihydro-1H-imidazole (1 mmol) and p-toluenesulfonic acid monohydrate (100 mg) in toluene (70 mL) is heated to reflux for 48 hours. The reaction mixture is cooled and the solvent removed under reduced pressure. The crude residue is redissolved in methylene chloride and washed with water, aqueous sodium bicarbonate and brine. After drying (Na2SO4), filtration and concentration in vacuo, the cru... Starting materials: C#CCO, CN(C)C=O, Fc1cccc(-c2cc(Cl)ncn2)c1F, [H-], [Na+], O. Yields the product C#CCOc1cc(-c2cccc(F)c2F)ncn1. RXN SMILES: [CH2:16]([C:17]#[CH:18])[OH:19].[CH3:23][N:24]([CH3:25])[CH:26]=[O:27].[Cl:1][c:2]1[n:3][cH:4][n:5][c:6](-[c:8]2[c:9]([F:15])[c:10]([F:14])[cH:11][cH:12][cH:13]2)[cH:7]1.[H-:20].[Na+:21].[OH2:22]>>[c:2]1([O:19][CH2:16][C:17]#[CH:18])[n:3][cH:4][n:5][c:6](-[c:8]2[c:9]([F:15])[c:10]([F:14])[cH:11][cH:12][cH:13]2)[cH:7]1.